Task: describe an organic reaction: reactants, conditions, products, and yield. Dataset: the Open Reaction Database (ORD), a public repository of structured organic reaction records The reagents and catalysts are [Cu]Cl (copper-(I) chloride). Product: ClC1=C(NC2=CC=CC=3C(C4=C(C=CC=C4C(C23)=O)OC)=O)C=CC(=C1)[N+](=O)[O-] (1-(2'-chloro-4'-nitroanilino)-5-methoxyanthraquinone). RXN SMILES: [NH2:1][C:2]1[C:15]2[C:14](=[O:16])[C:13]3[C:8](=[C:9]([O:17][CH3:18])[CH:10]=[CH:11][CH:12]=3)[C:7](=[O:19])[C:6]=2[CH:5]=[CH:4][CH:3]=1.Br[C:21]1[CH:26]=[CH:25][C:24]([N+:27]([O-:29])=[O:28])=[CH:23][C:22]=1[Cl:30].C(=O)([O-])[O-].[Na+].[Na+].[N+](C1C=CC=CC=1)([O-])=O>[Cu]Cl>[Cl:30][C:22]1[CH:23]=[C:24]([N+:27]([O-:29])=[O:28])[CH:25]=[CH:26][C:21]=1[NH:1][C:2]1[C:15]2[C:14](=[O:16])[C:13]3[C:8](=[C:9]([O:17][CH3:18])[CH:10]=[CH:11][CH:12]=3)[C:7](=[O:19])[C:6]=2[CH:5]=[CH:4][CH:3]=1 |f:2.3.4|. The reactants are NC1=CC=CC=2C(C3=C(C=CC=C3C(C12)=O)OC)=O (1-amino-5-methoxyanthraquinone), BrC1=C(C=C(C=C1)[N+](=O)[O-])Cl (1-bromo-2-chloro-4-nitrobenzene), C([O-])([O-])=O.[Na+].[Na+] (sodium carbonate), [N+](=O)([O-])C1=CC=CC=C1 (nitrobenzene). Reported procedure: 12.65 parts of 1-amino-5-methoxyanthraquinone, 15.3 parts of 1-bromo-2-chloro-4-nitrobenzene, 5 parts of sodium carbonate and 1 part of copper-(I) chloride in 120 parts of nitrobenzene are stirred for 3 hours at 170°. To remove the water formed during the reaction, a stream of nitrogen is passed through the apparatus during the reaction. After cooling the reaction mixture to 25°, the 1-(2'-chloro-4'-nitroanilino)-5-methoxyanthraquinone formed is filtered off, washed with nitrobenzene, ethanol an...